From a dataset of the Open Reaction Database (ORD), a public repository of structured organic reaction records. describe an organic reaction: reactants, conditions, products, and yield Starting materials: BrC=1C=C2C(=NC1)OC1=CC=C(C=C1[C@@]21N=C(OCC1)N)C=1C(=NC=CC1)F ((R)-3-bromo-7-(2-fluoropyridin-3-yl)-5′,6′-dihydrospiro[chromeno[2,3-b]pyridine-5,4′-[1,3]oxazin]-2′-amine), COC(N(C)C)OC (1,1-dimethoxy-N,N-dimethylmethanamine). Conditions: temperature 100 celsius. Yields the product BrC=1C=C2C(=NC1)OC1=CC=C(C=C1[C@@]21N=C(OCC1)/N=C/N(C)C)C=1C(=NC=CC1)F ((R,E)-N′-(3-bromo-7-(2-fluoropyridin-3-yl)-5′,6′-dihydrospiro[chromeno[2,3-b]pyridine-5,4′-[1,3]oxazin]-2′-yl)-N,N-dimethylformimidamide). Isolated yield 100.0%. Reaction SMILES: [Br:1][C:2]1[CH:3]=[C:4]2[C@@:15]3([CH2:20][CH2:19][O:18][C:17]([NH2:21])=[N:16]3)[C:14]3[C:9](=[CH:10][CH:11]=[C:12]([C:22]4[C:23]([F:28])=[N:24][CH:25]=[CH:26][CH:27]=4)[CH:13]=3)[O:8][C:5]2=[N:6][CH:7]=1.CO[CH:31](OC)[N:32]([CH3:34])[CH3:33]>>[Br:1][C:2]1[CH:3]=[C:4]2[C@@:15]3([CH2:20][CH2:19][O:18][C:17](/[N:21]=[CH:31]/[N:32]([CH3:34])[CH3:33])=[N:16]3)[C:14]3[C:9](=[CH:10][CH:11]=[C:12]([C:22]4[C:23]([F:28])=[N:24][CH:25]=[CH:26][CH:27]=4)[CH:13]=3)[O:8][C:5]2=[N:6][CH:7]=1. Procedure details: In a 25-mL flask, the (R)-3-bromo-7-(2-fluoropyridin-3-yl)-5′,6′-dihydrospiro[chromeno[2,3-b]pyridine-5,4′-[1,3]oxazin]-2′-amine (0.350 g, 0.793 mmol) was suspended in 1,1-dimethoxy-N,N-dimethylmethanamine (5.29 mL, 39.7 mmol). The reaction mixture was heated to 100° C. for 1 h. The reaction was concentrated, and the residue was taken up in 5% MeOH/DCM (60 mL) and the organic phase was extracted with dilute brine (2×8 mL), then was dried over sodium sulfate and concentrated. The residue was puri... Starting materials: [N+](=O)([O-])C1=CC=C(NC(CCCC)=O)C=C1 (4'-nitrovaleranilide). The reagents and catalysts are [Pd] (palladium on charcoal). The solvent is C(C)O (ethanol). Product: NC1=CC=C(NC(CCCC)=O)C=C1 (4'-Aminovaleranilide). RXN SMILES: [N+:1]([C:4]1[CH:16]=[CH:15][C:7]([NH:8][C:9](=[O:14])[CH2:10][CH2:11][CH2:12][CH3:13])=[CH:6][CH:5]=1)([O-])=O>C(O)C.[Pd]>[NH2:1][C:4]1[CH:5]=[CH:6][C:7]([NH:8][C:9](=[O:14])[CH2:10][CH2:11][CH2:12][CH3:13])=[CH:15][CH:16]=1. Reported procedure: A solution of 4'-nitrovaleranilide (13.33 g., 0.06 mole) in absolute ethanol (750 ml.) is hydrogenated over 10% palladium on charcoal (2 g.) until the theoretical absorption is achieved. The catalyst is removed and the solvent is removed in vacuo. The residue is recrystallized from butyl chloride to yield 9.0 g., m.p. 81°-83° C. Starting materials: O1C(NCC1)=O (oxazolidinone), BrC(C(=O)OCC)C(=O)OCC (diethyl bromomalonate), C([O-])([O-])=O.[K+].[K+] (potassium carbonate), CC(=O)C (acetone). Conditions: time 8 hour. Yields the product O1C(OC2=C1C=CC=C2)(C(=O)OCC)C(=O)OCC (1,3-benzodioxole-2,2-dicarboxylic acid, diethyl ester). Reaction SMILES: [O:1]1[CH2:5][CH2:4]NC1=O.Br[CH:8]([C:14]([O:16][CH2:17][CH3:18])=[O:15])[C:9]([O:11][CH2:12][CH3:13])=[O:10].[C:19](=[O:22])([O-])[O-].[K+].[K+].[CH3:25][C:26]([CH3:28])=O>>[O:22]1[C:19]2[CH:25]=[CH:26][CH:28]=[CH:4][C:5]=2[O:1][C:8]1([C:14]([O:16][CH2:17][CH3:18])=[O:15])[C:9]([O:11][CH2:12][CH3:13])=[O:10] |f:2.3.4|. Procedure details: A mixture of 240 mg of the above oxazolidinone, 234 mg of diethyl bromomalonate, 450 mg of anhydrous potassium carbonate and 10 ml of acetone is stirred overnight, filtered, washed with acetone and evaporated to a brown oil. The oil is purified by flash chromatography, eluting with 5 percent acetone in toluene. The pure fractions are combined and evaporated giving 237 mg of (R,R)-5-(3-chlorophenyl)-2-oxo-3-oxazolidinyl)propyl)-1,3-benzodioxole-2,2-dicarboxylic acid, diethyl ester as a colorless ...